Task: describe an organic reaction: reactants, conditions, products, and yield. Dataset: the Open Reaction Database (ORD), a public repository of structured organic reaction records The solvent is C(Cl)Cl (methylene chloride). Yields the product ClCN1S(=O)(=O)C2=CC(=CC(=C2C1=O)C(C)C)O (2-chloromethyl-4-isopropyl-6-hydroxysaccharin). Procedure: 4-isopropyl-6-hydroxy-2-phenylthiomethylsaccharin (1.78 g) in methylene chloride was treated with sulfuryl chloride (0.43 mL, 0.73 g) to afford 1.2 g 84%) of 2-chloromethyl-4-isopropyl-6-hydroxysaccharin, m.p. 149°-150° C. The reactants are C(C)(C)C1=C2C(N(S(=O)(=O)C2=CC(=C1)O)CSC1=CC=CC=C1)=O (4-isopropyl-6-hydroxy-2-phenylthiomethylsaccharin), S(=O)(=O)(Cl)Cl (sulfuryl chloride). As a reaction SMILES: [CH:1]([C:4]1[CH:14]=[C:13]([OH:15])[CH:12]=[C:11]2[C:5]=1[C:6](=[O:24])[N:7]([CH2:16]SC1C=CC=CC=1)[S:8]2(=[O:10])=[O:9])([CH3:3])[CH3:2].S(Cl)([Cl:28])(=O)=O>C(Cl)Cl>[Cl:28][CH2:16][N:7]1[C:6](=[O:24])[C:5]2[C:11](=[CH:12][C:13]([OH:15])=[CH:14][C:4]=2[CH:1]([CH3:3])[CH3:2])[S:8]1(=[O:10])=[O:9]. Starting materials: CO, COc1ccc2[nH]c(C)c(CC(=O)O)c2c1, Cl. Yields the product COC(=O)Cc1c(C)[nH]c2ccc(OC)cc12. Reaction SMILES: [CH3:18][OH:19].[CH3:1][O:2][c:3]1[cH:4][c:5]2[c:6]([CH2:13][C:14](=[O:15])[OH:16])[c:7]([CH3:12])[nH:8][c:9]2[cH:10][cH:11]1.[ClH:17]>>[CH3:1][O:2][c:3]1[cH:4][c:5]2[c:6]([CH2:13][C:14](=[O:15])[O:16][CH3:18])[c:7]([CH3:12])[nH:8][c:9]2[cH:10][cH:11]1. The reactants are ClC1=NC(=NC(=C1CC(=O)OC)N(C)CC(=O)NC1CCCC1)CC1=CC=C(C=C1)NCC1CCCCC1 (methyl {4-chloro-2-{4-[(cyclohexylmethyl)amino]benzyl}-6-[[2-(cyclopentyl-amino)-2-oxoethyl](methyl)amino]pyrimidin-5-yl}acetate), [OH-].[Na+] (NaOH), Cl (HCl). Run in C1CCOC1 (THF). Reaction conditions: time 13 hour. Yields the product ClC1=NC(=NC(=C1CC(=O)O)N(C)CC(=O)NC1CCCC1)CC1=CC=C(C=C1)NCC1CCCCC1 ({4-chloro-2-{4-[(cyclohexylmethyl)amino]benzyl}-6-[[2-(cyclopentylamino)-2-oxoethyl](methyl)amino]-pyrimidin-5-yl}acetic acid). Yield: 29.0%. Reaction SMILES: [Cl:1][C:2]1[C:7]([CH2:8][C:9]([O:11]C)=[O:10])=[C:6]([N:13]([CH2:15][C:16]([NH:18][CH:19]2[CH2:23][CH2:22][CH2:21][CH2:20]2)=[O:17])[CH3:14])[N:5]=[C:4]([CH2:24][C:25]2[CH:30]=[CH:29][C:28]([NH:31][CH2:32][CH:33]3[CH2:38][CH2:37][CH2:36][CH2:35][CH2:34]3)=[CH:27][CH:26]=2)[N:3]=1.[OH-].[Na+].Cl>C1COCC1>[Cl:1][C:2]1[C:7]([CH2:8][C:9]([OH:11])=[O:10])=[C:6]([N:13]([CH2:15][C:16]([NH:18][CH:19]2[CH2:20][CH2:21][CH2:22][CH2:23]2)=[O:17])[CH3:14])[N:5]=[C:4]([CH2:24][C:25]2[CH:26]=[CH:27][C:28]([NH:31][CH2:32][CH:33]3[CH2:38][CH2:37][CH2:36][CH2:35][CH2:34]3)=[CH:29][CH:30]=2)[N:3]=1 |f:1.2|. Procedure details: A solution of methyl {4-chloro-2-{4-[(cyclohexylmethyl)amino]benzyl}-6-[[2-(cyclopentyl-amino)-2-oxoethyl](methyl)amino]pyrimidin-5-yl}acetate (0.083 g, 0.15 mmol) in THF (5 mL) was treated with 1N NaOH (2.5 mL) and the resulting mixture was stirred at room temperature for 13 hours. Subsequent to neutralization with 6N HCl, the quenched reaction mixture was evaporated to dryness and the remaining residue dissolved with EtOH. The insoluble inorganic salts were removed by filtration and the filtra... Starting materials: Nc1ccc(S(=O)(=O)c2cc(Br)nc(Br)c2)cc1, CNCCN(C)C, C1COCCO1. The product is CN(C)CCN(C)c1cc(S(=O)(=O)c2ccc(N)cc2)cc(Br)n1. As a reaction SMILES: [Br:1][c:2]1[n:3][c:4]([Br:18])[cH:5][c:6]([S:8](=[O:9])(=[O:10])[c:11]2[cH:12][cH:13][c:14]([NH2:17])[cH:15][cH:16]2)[cH:7]1.[CH3:19][N:20]([CH2:21][CH2:22][NH:23][CH3:24])[CH3:25].[O:26]1[CH2:27][CH2:28][O:29][CH2:30][CH2:31]1>>[c:2]1([N:23]([CH2:22][CH2:21][N:20]([CH3:19])[CH3:25])[CH3:24])[n:3][c:4]([Br:18])[cH:5][c:6]([S:8](=[O:9])(=[O:10])[c:11]2[cH:12][cH:13][c:14]([NH2:17])[cH:15][cH:16]2)[cH:7]1. The reactants are CN(CC(CO)O)C (3 -dimethylamino-1,2 -propanediol), [OH-].[K+] (KOH), S(C)(=O)(=O)OCCCCCCCC\C=C/CCCCCCCC (Oleyl mesylate). Run in C=1(C(=CC=CC1)C)C (xylene), C=1(C(=CC=CC1)C)C (xylene). Reaction conditions: time 3 hour. The product is C(CCCCCCC\C=C/CCCCCCCC)OC(CN(C)C)COCCCCCCCC\C=C/CCCCCCCC (2,3-dioleyloxy-1- (N, N-dimethylamino) propane). Isolated yield 76.0%. As a reaction SMILES: [CH3:1][N:2]([CH3:8])[CH2:3][CH:4]([OH:7])[CH2:5][OH:6].[OH-].[K+].S(O[CH2:16][CH2:17][CH2:18][CH2:19][CH2:20][CH2:21][CH2:22][CH2:23]/[CH:24]=[CH:25]\[CH2:26][CH2:27][CH2:28][CH2:29][CH2:30][CH2:31][CH2:32][CH3:33])(=O)(=O)C>C1(C)C(C)=CC=CC=1>[CH2:16]([O:7][CH:4]([CH2:5][O:6][CH2:16][CH2:17][CH2:18][CH2:19][CH2:20][CH2:21][CH2:22][CH2:23]/[CH:24]=[CH:25]\[CH2:26][CH2:27][CH2:28][CH2:29][CH2:30][CH2:31][CH2:32][CH3:33])[CH2:3][N:2]([CH3:8])[CH3:1])[CH2:17][CH2:18][CH2:19][CH2:20][CH2:21][CH2:22][CH2:23]/[CH:24]=[CH:25]\[CH2:26][CH2:27][CH2:28][CH2:29][CH2:30][CH2:31][CH2:32][CH3:33] |f:1.2|. Procedure: To a three-necked, 2-liter round bottom flask equipped with a Dean-Stork trap were added 3 -dimethylamino-1,2 -propanediol (6.08 g, 51.1 mmoles), xylene (1300 ml) and KOH (8.0 g). The solution was refluxed for 2 hours while removing water azeotropically via the Dean-Stork trap. Oleyl mesylate (40.0 g, 115.6 mmoles) in 100 ml xylene was added to the reaction mixture drop-wise in 30 minutes. Refluxing was continued for 3 hours and the reaction mixture concentrated to a gum. The gum was triturated ...